This data is from the Open Reaction Database (ORD), a public repository of structured organic reaction records. The task is: describe an organic reaction: reactants, conditions, products, and yield The reactants are ClC=1N(C2=NC(=NC(=C2N1)N1CCOCC1)C=1C(=NC(=NC1)N)C(F)(F)F)CC1CC1 (5-[8-chloro-9-(cyclopropylmethyl)-6-morpholin-4-yl-9H-purin-2-yl]-4-(trifluoromethyl)pyrimidin-2-amine), CS(=O)(=O)N1CCNCC1 (N-methanesulfonylpiperazine). Solvent: CN1C(CCC1)=O (N-Methylpyrrolidone). Run at temperature 150 celsius, time 7 hour. Product: C1(CC1)CN1C2=NC(=NC(=C2N=C1N1CCN(CC1)S(=O)(=O)C)N1CCOCC1)C=1C(=NC(=NC1)N)C(F)(F)F (5-{9-(Cyclopropylmethyl)-8-[4-(methylsulfonyl)piperazin-1-yl]-6-morpholin-4-yl-9H-purin-2-yl}-4-(trifluoromethyl)pyrimidin-2-amine). The yield is 48.3%. As a reaction SMILES: Cl[C:2]1[N:3]([CH2:28][CH:29]2[CH2:31][CH2:30]2)[C:4]2[C:9]([N:10]=1)=[C:8]([N:11]1[CH2:16][CH2:15][O:14][CH2:13][CH2:12]1)[N:7]=[C:6]([C:17]1[C:18]([C:24]([F:27])([F:26])[F:25])=[N:19][C:20]([NH2:23])=[N:21][CH:22]=1)[N:5]=2.[CH3:32][S:33]([N:36]1[CH2:41][CH2:40][NH:39][CH2:38][CH2:37]1)(=[O:35])=[O:34]>CN1CCCC1=O>[CH:29]1([CH2:28][N:3]2[C:2]([N:39]3[CH2:40][CH2:41][N:36]([S:33]([CH3:32])(=[O:35])=[O:34])[CH2:37][CH2:38]3)=[N:10][C:9]3[C:4]2=[N:5][C:6]([C:17]2[C:18]([C:24]([F:26])([F:27])[F:25])=[N:19][C:20]([NH2:23])=[N:21][CH:22]=2)=[N:7][C:8]=3[N:11]2[CH2:16][CH2:15][O:14][CH2:13][CH2:12]2)[CH2:31][CH2:30]1. Reported procedure: N-Methylpyrrolidone (1 ml) was added to 5-[8-chloro-9-(cyclopropylmethyl)-6-morpholin-4-yl-9H-purin-2-yl]-4-(trifluoromethyl)pyrimidin-2-amine (75 mg, 0.16 mmol) and N-methanesulfonylpiperazine (135 mg, 0.8 mmol) and the resulting mixture was stirred at 150° C. for 7 hours. The reaction mixture was partitioned with ethyl acetate and water and the organic layer was washed with saturated brine and dried over magnesium sulfate. The solvent was evaporated under reduced pressure and then the residue ... Starting materials: C(=O)(O)CCC=1C(=C(NC1)C=O)C (4-(2-carboxyethyl)-2-formyl-3-methylpyrrole), BrC1=CC=C2CC(NC2=C1)=O (6-bromo-2-oxindole). Reagents/catalysts: N1CCCCC1 (piperidine). Solvent: C(C)O (ethanol). Yields the product BrC1=CC=C2C(C(NC2=C1)=O)=CC1=C(C(=CN1)CCC(=O)O)C (3-[5-(6-Bromo-2-oxo-1,2-dihydroindol-3-ylidenemethyl)-4-methyl-1H-pyrrol-3-yl]-propionic acid). Yield: 92.3%. Reaction SMILES: [C:1]([CH2:4][CH2:5][C:6]1[C:7]([CH3:13])=[C:8]([CH:11]=O)[NH:9][CH:10]=1)([OH:3])=[O:2].[Br:14][C:15]1[CH:23]=[C:22]2[C:18]([CH2:19][C:20](=[O:24])[NH:21]2)=[CH:17][CH:16]=1>N1CCCCC1.C(O)C>[Br:14][C:15]1[CH:23]=[C:22]2[C:18]([C:19](=[CH:11][C:8]3[NH:9][CH:10]=[C:6]([CH2:5][CH2:4][C:1]([OH:3])=[O:2])[C:7]=3[CH3:13])[C:20](=[O:24])[NH:21]2)=[CH:17][CH:16]=1. Procedure: 4-(2-carboxyethyl)-2-formyl-3-methylpyrrole (90 mg), 106 mg 6-bromo-2-oxindole, and 3 drops piperidine in 3 mL of ethanol were heated at 90° C. for 4 hours. The reaction mixture was cooled and concentrated. The residue was suspended in 6 N aqueous hydrochloric acid. The precipitate was filtered, washed with water to pH 6 and dried in a vacuum oven overnight to give 172 mg (92%) of the title compound as a yellow solid. Reactants: FC(CN=C(NC1=NN(C=N1)CCCCC#N)N)(F)F (5-[3-(2-[2,2,2-trifluoroethyl]guanidino)-1,2,4-triazol-1-yl]valeronitrile), Cl (HCl), CO (MeOH). The solvent is C(Cl)(Cl)Cl (chloroform). Reaction conditions: time 62 hour. Yields the product FC(CN=C(NC1=NN(C=N1)CCCCC(OC)=N)N)(F)F (methyl 5-[3-(2-[2,2,2-trifluoroethyl]guanidino)-1,2,4-triazol-1-yl]valerimidate). Reaction SMILES: [F:1][C:2]([F:20])([F:19])[CH2:3][N:4]=[C:5]([NH2:18])[NH:6][C:7]1[N:11]=[CH:10][N:9]([CH2:12][CH2:13][CH2:14][CH2:15][C:16]#[N:17])[N:8]=1.Cl.[CH3:22][OH:23]>C(Cl)(Cl)Cl>[F:20][C:2]([F:1])([F:19])[CH2:3][N:4]=[C:5]([NH2:18])[NH:6][C:7]1[N:11]=[CH:10][N:9]([CH2:12][CH2:13][CH2:14][CH2:15][C:16](=[NH:17])[O:23][CH3:22])[N:8]=1. Procedure details: A solution of 5-[3-(2-[2,2,2-trifluoroethyl]guanidino)-1,2,4-triazol-1-yl]valeronitrile (2 g.) in MeOH (15 ml.) and chloroform (35 ml.) at 0° was saturated with HCl gas and the solution allowed to stand for 62 hours at 0°. The solvent was evaporated and the residue partitioned between aqueous potassium carbonate and chloroform. The chloroform extracts were washed, dried and evaporated to give methyl 5-[3-(2-[2,2,2-trifluoroethyl]guanidino)-1,2,4-triazol-1-yl]valerimidate as pale yellow oil.